From a dataset of the Open Reaction Database (ORD), a public repository of structured organic reaction records. describe an organic reaction: reactants, conditions, products, and yield The reactants are CC1(C=C(C2=CC=C(C=C12)C(C)=O)C1=CC=C(C=C1)C)C (1-(3,3-dimethyl-1-p-tolyl-3H-inden-5-yl)-ethanone), CC1(CC=C(C=2C=CC(=CC12)C(C=CC1=CC=C(C(=O)OCC[Si](C)(C)C)C=C1)=O)C1=CC=C(C=C1)C)C (2-trimethylsilanyl-ethyl 4-[3-(8,8-dimethyl-5-p-tolyl-7,8-dihydro-naphthalen-2-yl)-3-oxo-propenyl]-benzoate), CC1(CC=C(C=2C=CC(=CC12)C(C=CC1=CC=C(C(=O)OCC[Si](C)(C)C)C=C1)=O)C1=CC=C(C=C1)C)C (2-trimethylsilanyl-ethyl 4-[3-(8,8-dimethyl-5-p-tolyl-7,8-dihydro-naphthalen-2-yl)-3-oxo-propenyl]-benzoate), CC1(C=C(C2=CC=C(C=C12)C(C)=O)C1=CC=C(C=C1)C)C (1-(3,3-dimethyl-1-p-tolyl-3H-inden-5-yl)-ethanone). Product: CC1(C=C(C2=CC=C(C=C12)C(C=CC1=CC=C(C(=O)OCC[Si](C)(C)C)C=C1)=O)C1=CC=C(C=C1)C)C (2-Trimethylsilanyl-ethyl 4-[3-(3,3-dimethyl-1-p-tolyl-3H-inden-5-yl)-3-oxo-propenyl]-benzoate). The yield is 25.0%. As a reaction SMILES: CC1(C)C2[CH:10]=[C:9]([C:12](=[O:30])[CH:13]=[CH:14][C:15]3[CH:29]=[CH:28][C:18]([C:19]([O:21][CH2:22][CH2:23][Si:24]([CH3:27])([CH3:26])[CH3:25])=[O:20])=[CH:17][CH:16]=3)[CH:8]=[CH:7]C=2C(C2C=CC(C)=CC=2)=CC1.[CH3:39][C:40]1([CH3:59])[C:48]2[C:43](=CC=C(C(=O)C)C=2)[C:42]([C:52]2[CH:57]=[CH:56][C:55]([CH3:58])=[CH:54][CH:53]=2)=[CH:41]1>>[CH3:39][C:40]1([CH3:59])[C:48]2[C:43](=[CH:7][CH:8]=[C:9]([C:12](=[O:30])[CH:13]=[CH:14][C:15]3[CH:16]=[CH:17][C:18]([C:19]([O:21][CH2:22][CH2:23][Si:24]([CH3:25])([CH3:26])[CH3:27])=[O:20])=[CH:28][CH:29]=3)[CH:10]=2)[C:42]([C:52]2[CH:53]=[CH:54][C:55]([CH3:58])=[CH:56][CH:57]=2)=[CH:41]1. Procedure details: Following a procedure similar to that for the preparation of 2-trimethylsilanyl-ethyl 4-[3-(8,8-dimethyl-5-p-tolyl-7,8-dihydro-naphthalen-2-yl)-3-oxo-propenyl]-benzoate (Compound 6) while using 1-(3,3-dimethyl-1-p-tolyl-3H-inden-5-yl)-ethanone (Compound 14, 200 mg, 0.72 mmol) as the starting material yielded the title compound (93 mg, 25% yield) as a yellow solid: